describe an organic reaction: reactants, conditions, products, and yield From a dataset of the Open Reaction Database (ORD), a public repository of structured organic reaction records. RXN SMILES: [CH3:1][O:2][C:3]([C:5]1([NH:11][C:12]([O:14][C:15]([CH3:18])([CH3:17])[CH3:16])=[O:13])[CH2:7][CH:6]1[CH2:8][CH:9]=[CH2:10])=[O:4]>CCOC(C)=O.[Rh]>[CH3:1][O:2][C:3]([C:5]1([NH:11][C:12]([O:14][C:15]([CH3:16])([CH3:18])[CH3:17])=[O:13])[CH2:7][CH:6]1[CH2:8][CH2:9][CH3:10])=[O:4]. Reagents/catalysts: [Rh] (Rh/Al2O3). Reaction conditions: time 45 minute. Yields the product COC(=O)C1(C(C1)CCC)NC(=O)OC(C)(C)C (1-tert-butoxycarbonylamino-2-propyl-cyclopropanecarboxylic acid methyl ester). Solvent: CCOC(=O)C (EtOAc). The reactants are COC(=O)C1(C(C1)CC=C)NC(=O)OC(C)(C)C (2-allyl-1-tert-butoxycarbonylamino-cyclopropanecarboxylic acid methyl ester). Procedure details: A solution of 2-allyl-1-tert-butoxycarbonylamino-cyclopropanecarboxylic acid methyl ester (0.27 mmol) in EtOAc (3 mL) was treated with 5% Rh/Al2O3 (0.014 mmol Rh). The atmosphere over the reaction was replaced with a H2 balloon and the reaction allowed to stir vigorously for 45 min. The H2 was removed and the catalyst removed by filtration through a pad of celite. Volatiles were removed in vacuo to afford 1-tert-butoxycarbonylamino-2-propyl-cyclopropanecarboxylic acid methyl ester as a colorless... Reactants: ClCCl, CC(C(N)=O)n1ccc2c([N+](=O)[O-])cccc2c1=O. The product is CC(C(N)=O)n1ccc2c(N)cccc2c1=O. RXN SMILES: [Cl:20][CH2:21][Cl:22].[N+:1]([O-:2])(=[O:3])[c:4]1[c:5]2[cH:6][cH:7][n:8]([CH:15]([C:16](=[O:17])[NH2:18])[CH3:19])[c:9](=[O:14])[c:10]2[cH:11][cH:12][cH:13]1>>[NH2:1][c:4]1[c:5]2[cH:6][cH:7][n:8]([CH:15]([C:16](=[O:17])[NH2:18])[CH3:19])[c:9](=[O:14])[c:10]2[cH:11][cH:12][cH:13]1. Reactants: CCO, [H][H], O=S(=O)(c1ccccc1)N1CC2COCC(C1)N2Cc1ccccc1. Yields the product O=S(=O)(c1ccccc1)N1CC2COCC(C1)N2. As a reaction SMILES: [CH3:28][CH2:29][OH:30].[H:26][H:27].[c:1]1([S:7](=[O:8])(=[O:9])[N:10]2[CH2:11][CH:12]3[CH2:13][O:14][CH2:15][CH:16]([CH2:17]2)[N:18]3[CH2:19][c:20]2[cH:21][cH:22][cH:23][cH:24][cH:25]2)[cH:2][cH:3][cH:4][cH:5][cH:6]1>>[c:1]1([S:7](=[O:8])(=[O:9])[N:10]2[CH2:11][CH:12]3[CH2:13][O:14][CH2:15][CH:16]([CH2:17]2)[NH:18]3)[cH:2][cH:3][cH:4][cH:5][cH:6]1. Procedure details: To phosphorous oxychloride (10 mL) cooled to 5° C. was added portionwise 7-(benzyloxy)-2-(4-fluorobenzoyl)quinazolin-4(3H)-one (500 mg, 1.34 mmol) followed by the addition of DMF (4 drops). The mixture was warmed to 56° C. over 10 min and held at this temperature for 2 min, then the heating bath was removed. The mixture was concentrated, and the residue was diluted with EtOAc, then the solution was and washed with cold water, saturated sodium bicarbonate (aq), brine, and dried over sodium sulfat... The reactants are C(C1=CC=CC=C1)OC1=CC=C2C(NC(=NC2=C1)C(C1=CC=C(C=C1)F)=O)=O (7-(benzyloxy)-2-(4-fluorobenzoyl)quinazolin-4(3H)-one), P(=O)(Cl)(Cl)Cl (phosphorous oxychloride). The reagents and catalysts are CN(C)C=O (DMF). RXN SMILES: [CH2:1]([O:8][C:9]1[CH:18]=[C:17]2[C:12]([C:13](=O)[NH:14][C:15]([C:19](=[O:27])[C:20]3[CH:25]=[CH:24][C:23]([F:26])=[CH:22][CH:21]=3)=[N:16]2)=[CH:11][CH:10]=1)[C:2]1[CH:7]=[CH:6][CH:5]=[CH:4][CH:3]=1.P(Cl)(Cl)([Cl:31])=O>CN(C=O)C>[CH2:1]([O:8][C:9]1[CH:18]=[C:17]2[C:12]([C:13]([Cl:31])=[N:14][C:15]([C:19]([C:20]3[CH:25]=[CH:24][C:23]([F:26])=[CH:22][CH:21]=3)=[O:27])=[N:16]2)=[CH:11][CH:10]=1)[C:2]1[CH:7]=[CH:6][CH:5]=[CH:4][CH:3]=1. Conditions: temperature 56 celsius, time 2 minute. The yield is 72.0%. The product is C(C1=CC=CC=C1)OC1=CC=C2C(=NC(=NC2=C1)C(=O)C1=CC=C(C=C1)F)Cl ((7-(benzyloxy)-4-chloroquinazolin-2-yl)(4-fluorophenyl)methanone). Reactants: CCOC(=O)C1C(CC=O)CCN1C(=O)OCC, COC[P+](c1ccccc1)(c1ccccc1)c1ccccc1, CC(C)(C)[O-], [Cl-], Cl, [K+], C1CCOC1, C1CCOC1. The product is CCOC(=O)C1C(CCC=O)CCN1C(=O)OCC. As a reaction SMILES: [CH2:1]([CH3:2])[O:3][C:4](=[O:5])[N:6]1[CH:7]([C:14](=[O:15])[O:16][CH2:17][CH3:18])[CH:8]([CH2:11][CH:12]=[O:13])[CH2:9][CH2:10]1.[CH3:20][O:21][CH2:22][P+:23]([c:24]1[cH:25][cH:26][cH:27][cH:28][cH:29]1)([c:30]1[cH:31][cH:32][cH:33][cH:34][cH:35]1)[c:36]1[cH:37][cH:38][cH:39][cH:40][cH:41]1.[CH3:47][C:48]([CH3:49])([O-:50])[CH3:51].[Cl-:19].[ClH:53].[K+:52].[O:42]1[CH2:43][CH2:44][CH2:45][CH2:46]1.[O:54]1[CH2:55][CH2:56][CH2:57][CH2:58]1>>[CH2:1]([CH3:2])[O:3][C:4](=[O:5])[N:6]1[CH:7]([C:14](=[O:15])[O:16][CH2:17][CH3:18])[CH:8]([CH2:11][CH2:12][CH:20]=[O:21])[CH2:9][CH2:10]1. The reactants are K2MnO4, COC([C@H]1N(C[C@@H](C1)O)C(=O)OC(C)(C)C)=O (N-Boc-hydroxyproline-methyl ester), CO.C(Cl)(Cl)Cl (MeOH CHCl3), S(C)C (SMe2). Run in C1CCOC1 (THF). Run at time 4 hour. The product is C(C)(C)(C)OC(=O)N1C(CC(C1)O)CO (4-Hydroxy-2-hydroxymethyl-pyrrolidine-1-carboxylic acid tert-butyl ester). The yield is 89.8%. RXN SMILES: C[O:2][C:3](=O)[C@@H:4]1[CH2:8][C@@H:7]([OH:9])[CH2:6][N:5]1[C:10]([O:12][C:13]([CH3:16])([CH3:15])[CH3:14])=[O:11].S(C)C.CO.C(Cl)(Cl)Cl>C1COCC1>[C:13]([O:12][C:10]([N:5]1[CH2:6][CH:7]([OH:9])[CH2:8][CH:4]1[CH2:3][OH:2])=[O:11])([CH3:16])([CH3:15])[CH3:14] |f:2.3|. Procedure: To a stirred solution of N-Boc-hydroxyproline-methyl ester (343) (15 g, 65 mmol) in THF (70 mL) was added BH3.SMe2 (55 mL, 2.0 M in Et2O, 110 mmol). The solution was heated to reflux with stirring for four hours and reaction progress was monitored by TLC (5% MeOH/CHCl3, product had lower Rf than starting material, stained with K2MnO4). The heat was removed and the reaction was quenched by the slow addition of MeOH (40 mL). The resulting solution was heated to reflux again for 45 minutes, allowed... Reactants: C1=CC=CC=C1 (benzene), C(C1=CC=CC=C1)(=O)Cl (benzoyl chloride), C(C)OC=1C=C2CCNC(C2=CC1OCC)=C(C#N)SCC(CN1CCOCC1)O (2-(6,7-diethoxy-1,2,3,4-tetrahydro-1-isoquinolinylidene)-2-[2-hydroxy-3-(4-morpholinyl)propyl]mercaptoacetonitrile). Solvent: C(C)N(CC)CC (triethylamine). Product: Cl.C(C)OC=1C=C2CCNC(C2=CC1OCC)=C(C#N)SCC(CN1CCOCC1)OC(C1=CC=CC=C1)=O (2-(6,7-diethoxy-1,2,3,4-tetrahydro-1-isoquinolinylidene)-2-[2-benzoyloxy-3-(4-morpholinyl)-propyl]mercaptoacetonitrile hydrochloride). Reaction SMILES: C1C=CC=CC=1.[C:7]([Cl:15])(=[O:14])[C:8]1[CH:13]=[CH:12][CH:11]=[CH:10][CH:9]=1.[CH2:16]([O:18][C:19]1[CH:20]=[C:21]2[C:26](=[CH:27][C:28]=1[O:29][CH2:30][CH3:31])[C:25](=[C:32]([S:35][CH2:36][CH:37]([OH:45])[CH2:38][N:39]1[CH2:44][CH2:43][O:42][CH2:41][CH2:40]1)[C:33]#[N:34])[NH:24][CH2:23][CH2:22]2)[CH3:17]>C(N(CC)CC)C>[ClH:15].[CH2:16]([O:18][C:19]1[CH:20]=[C:21]2[C:26](=[CH:27][C:28]=1[O:29][CH2:30][CH3:31])[C:25](=[C:32]([S:35][CH2:36][CH:37]([O:45][C:7](=[O:14])[C:8]1[CH:13]=[CH:12][CH:11]=[CH:10][CH:9]=1)[CH2:38][N:39]1[CH2:40][CH2:41][O:42][CH2:43][CH2:44]1)[C:33]#[N:34])[NH:24][CH2:23][CH2:22]2)[CH3:17] |f:4.5|. Procedure details: 40 ml of benzene, 1.0 g of triethylamine and 1.5 g of benzoyl chloride are added to 4.34 g of 2-(6,7-diethoxy-1,2,3,4-tetrahydro-1-isoquinolinylidene)-2-[2-hydroxy-3-(4-morpholinyl)propyl]mercaptoacetonitrile and the reaction mixture is refluxed for 45 minutes, then cooled down. After filtering and evaporating the solvent under reduced pressure, the residue is dissolved in isopropanol and acidified by adding abs. ethanolic hydrogen chloride solution. In this way 3.77 g of the named hydrochloride... The reactants are OC=1C2=C(N=CN1)C(=CC=N2)C(=O)N (4-hydroxypyrido[3,2-d]pyrimidine-8-carboxamide), Cl.N1(CCC1)C[C@H](C1=CC(=CC=C1)F)N ((S)-2-azetidin-1-yl-1-(3-fluoro-phenyl)-ethylamine hydrochloride). Yields the product N1(CCC1)C[C@H](C1=CC(=CC=C1)F)NC=1C2=C(N=CN1)C(=CC=N2)C(=O)N (4-[(S)-2-Azetidin-1-yl-1-(3-fluoro-phenyl)-ethylamino]-pyrido[3,2-d]pyrimidine-8-carboxylic acid amide). As a reaction SMILES: O[C:2]1[C:3]2[N:11]=[CH:10][CH:9]=[C:8]([C:12]([NH2:14])=[O:13])[C:4]=2[N:5]=[CH:6][N:7]=1.Cl.[N:16]1([CH2:20][C@@H:21]([NH2:29])[C:22]2[CH:27]=[CH:26][CH:25]=[C:24]([F:28])[CH:23]=2)[CH2:19][CH2:18][CH2:17]1>>[N:16]1([CH2:20][C@@H:21]([NH:29][C:2]2[C:3]3[N:11]=[CH:10][CH:9]=[C:8]([C:12]([NH2:14])=[O:13])[C:4]=3[N:5]=[CH:6][N:7]=2)[C:22]2[CH:27]=[CH:26][CH:25]=[C:24]([F:28])[CH:23]=2)[CH2:19][CH2:18][CH2:17]1 |f:1.2|. Procedure: Compound 68 was prepared following general synthesis scheme 7 wherein 4-hydroxypyrido[3,2-d]pyrimidine-8-carboxamide (G) was reacted with (S)-2-azetidin-1-yl-1-(3-fluoro-phenyl)-ethylamine hydrochloride to give the title compound. LC/MS [367 (M+H)]1H NMR (400 MHz, DMSO-d6) δ 9.94 (s, 1H), 9.07 (d, 1H), 9.01 (d, 1H), 8.56 (s, 1H), 8.39 (d, 1H), 8.17 (s, 1H), 7.34 (m, 3H), 7.07 (m, 1H), 5.36 (m, 1H), 3.13 (m, 4H), 2.86 (m, 1H), 1.96 (m, 2H). Starting materials: ClC=1C=CC2=C(C(=NCC(=N2)NN=C(CO)C(=O)O)C2=CC=CC=C2)C1 (7-chloro-2-[(1-carboxy-2-hydroxyethylidene)hydrazino]-5-phenyl-3H-1,4-benzodiazepine), [N+](=[N-])=C (diazomethane). The product is ClC=1C=CC2=C(C(=NCC(=N2)NN=C(CO)C(=O)OC)C2=CC=CC=C2)C1 (7-chloro-2-[[1-(methoxycarbonyl)-2-hydroxyethylidene]hydrazino]-5-phenyl-3H-1,4-benzodiazepine). Reaction SMILES: [Cl:1][C:2]1[CH:3]=[CH:4][C:5]2[N:11]=[C:10]([NH:12][N:13]=[C:14]([C:17]([OH:19])=[O:18])[CH2:15][OH:16])[CH2:9][N:8]=[C:7]([C:20]3[CH:25]=[CH:24][CH:23]=[CH:22][CH:21]=3)[C:6]=2[CH:26]=1.[N+](=[CH2:29])=[N-]>>[Cl:1][C:2]1[CH:3]=[CH:4][C:5]2[N:11]=[C:10]([NH:12][N:13]=[C:14]([C:17]([O:19][CH3:29])=[O:18])[CH2:15][OH:16])[CH2:9][N:8]=[C:7]([C:20]3[CH:21]=[CH:22][CH:23]=[CH:24][CH:25]=3)[C:6]=2[CH:26]=1. Reported procedure: In the manner given in Example 10, a solution of 7-chloro-2-[(1-carboxy-2-hydroxyethylidene)hydrazino]-5-phenyl-3H-1,4-benzodiazepine can be treated with ethereal diazomethane to give 7-chloro-2-[[1-(methoxycarbonyl)-2-hydroxyethylidene]hydrazino]-5-phenyl-3H-1,4-benzodiazepine.